Dataset: the Open Reaction Database (ORD), a public repository of structured organic reaction records. Task: describe an organic reaction: reactants, conditions, products, and yield Starting materials: C(C=C)N1C(=O)N(C(=O)C=C1N)CC=C (1,3-Diallyl-6-aminouracil), Cl (hydrochloric acid), C(C)(=O)O (Acetic acid), solution, N(=O)[O-].[Na+] (sodium nitrite). Run in O (water). Conditions: time 4 hour. Product: C(C=C)N1C(=O)N(C(=O)C(=C1N)N=O)CC=C (1,3-diallyl-5-nitroso-6-aminouracil). The yield is 86.7%. As a reaction SMILES: [CH2:1]([N:4]1[C:11]([NH2:12])=[CH:10][C:8](=[O:9])[N:7]([CH2:13][CH:14]=[CH2:15])[C:5]1=[O:6])[CH:2]=[CH2:3].C(O)(=O)C.Cl.[N:21]([O-])=[O:22].[Na+]>O>[CH2:1]([N:4]1[C:11]([NH2:12])=[C:10]([N:21]=[O:22])[C:8](=[O:9])[N:7]([CH2:13][CH:14]=[CH2:15])[C:5]1=[O:6])[CH:2]=[CH2:3] |f:3.4|. Procedure details: 1,3-Diallyl-6-aminouracil (5 g) was suspended in 400 ml of water in a one-liter round bottom flask with overhead stirring. Acetic acid (6.7 ml of a 20% solution) was added, followed by intermittent addition of 2 ml of concentrated hydrochloric acid and a sodium nitrite solution (1.53 g in 7 ml water). After 4 hours, this solution was filtered, washed with water, collected and dried in a vacuum oven at 80° C. for 20 hours to yield 4.54 g of 1,3-diallyl-5-nitroso-6-aminouracil as a purple solid, m... Reactants: O[C@@H]1CC[C@H](CC1)CNC(OC(C)(C)C)=O (Tert-butyl trans-(4-hydroxycyclohexyl)methylcarbamate), FC(C(=O)O)(F)F (trifluoroacetic acid). Run in ClCCl (dichloromethane). The product is NC[C@@H]1CC[C@H](CC1)O (trans-4-(aminomethyl)cyclohexanol). Reaction SMILES: [OH:1][C@H:2]1[CH2:7][CH2:6][C@H:5]([CH2:8][NH:9]C(=O)OC(C)(C)C)[CH2:4][CH2:3]1.FC(F)(F)C(O)=O>ClCCl>[NH2:9][CH2:8][C@H:5]1[CH2:6][CH2:7][C@H:2]([OH:1])[CH2:3][CH2:4]1. Reported procedure: Tert-butyl trans-(4-hydroxycyclohexyl)methylcarbamate (1 g) in dichloromethane (10 ml) was treated with trifluoroacetic acid (10 ml) at 0° C. for two hours. The reaction mixture was concentrated and the residue was dried under vacuum to provide the title compound. Starting materials: CCSc1nc(N2CCC(O)CC2)cc(C)c1C(=O)NCc1cccc(F)c1, ClCCl. Product: CCSc1nc(N2CCC(=O)CC2)cc(C)c1C(=O)NCc1cccc(F)c1. Reaction SMILES: [CH2:1]([CH3:2])[S:3][c:4]1[n:5][c:6]([N:22]2[CH2:23][CH2:24][CH:25]([OH:28])[CH2:26][CH2:27]2)[cH:7][c:8]([CH3:21])[c:9]1[C:10](=[O:11])[NH:12][CH2:13][c:14]1[cH:15][c:16]([F:20])[cH:17][cH:18][cH:19]1.[Cl:29][CH2:30][Cl:31]>>[CH2:1]([CH3:2])[S:3][c:4]1[n:5][c:6]([N:22]2[CH2:23][CH2:24][C:25](=[O:28])[CH2:26][CH2:27]2)[cH:7][c:8]([CH3:21])[c:9]1[C:10](=[O:11])[NH:12][CH2:13][c:14]1[cH:15][c:16]([F:20])[cH:17][cH:18][cH:19]1.